Dataset: the Open Reaction Database (ORD), a public repository of structured organic reaction records. Task: describe an organic reaction: reactants, conditions, products, and yield Reactants: COC(\C=C\C1=CC(=C(C=C1)NC)N)=O ((E)-3-(3-amino-4-methylaminophenyl)acrylic acid methyl ester), NC1(CCC1)C(=O)O (1-aminocyclobutanecarboxylic acid). Solvent: C(C)(=O)O (acetic acid), Cl.NC1(CCC1)C(=O)Cl (1-aminocyclobutanecarboxylic acid chloride hydrochloride), C(Cl)Cl (CH2Cl2), C(=O)(O)[O-].[Na+] (NaHCO3). Run at time 2 hour. Yields the product COC(\C=C\C1=CC2=C(N(C(=N2)C2(CCC2)N)C)C=C1)=O ((E)-3-[2-(1-aminocyclobutyl)-1-methyl-1H-benzoimidazol-5-yl]acrylic acid methyl ester). As a reaction SMILES: [CH3:1][O:2][C:3](=[O:15])/[CH:4]=[CH:5]/[C:6]1[CH:11]=[CH:10][C:9]([NH:12][CH3:13])=[C:8]([NH2:14])[CH:7]=1.[NH2:16][C:17]1([C:21](O)=O)[CH2:20][CH2:19][CH2:18]1>C(Cl)Cl.Cl.NC1(C(Cl)=O)CCC1.C(O)(=O)C.C([O-])(O)=O.[Na+]>[CH3:1][O:2][C:3](=[O:15])/[CH:4]=[CH:5]/[C:6]1[CH:11]=[CH:10][C:9]2[N:12]([CH3:13])[C:21]([C:17]3([NH2:16])[CH2:18][CH2:19][CH2:20]3)=[N:14][C:8]=2[CH:7]=1 |f:3.4,6.7|. Procedure: (E)-3-(3-Amino-4-methylaminophenyl)acrylic acid methyl ester 2-4 from Example 2 (40 mg, 0.194 mmol) was suspended in CH2Cl2 (3 mL) and 1-aminocyclobutanecarboxylic acid chloride hydrochloride, prepared from 1-aminocyclobutanecarboxylic acid following an adaptation of the procedure described by E. S. Uffelman et al. (Org. Lett. 1999, 1, 1157), (31 mg, 0.18 mmol) was added. The reaction mixture was stirred at room temperature for 2 hours and then concentrated to obtain a white solid. The solid was... The reactants are O=C([O-])[O-], CN(C)C=O, [K+], [K+], O, Oc1ccc2ccccc2c1, Cc1ccc(S(=O)(=O)OCCCCCCCCCl)cc1. The product is ClCCCCCCCCOc1ccc2ccccc2c1. RXN SMILES: [C:32](=[O:33])([O-:34])[O-:35].[CH3:38][N:39]([CH3:40])[CH:41]=[O:42].[K+:36].[K+:37].[OH2:43].[OH:1][c:2]1[cH:3][cH:4][c:5]2[cH:6][cH:7][cH:8][cH:9][c:10]2[cH:11]1.[c:12]1([CH3:13])[cH:14][cH:15][c:16]([S:17]([O:18][CH2:22][CH2:23][CH2:24][CH2:25][CH2:26][CH2:27][CH2:28][CH2:29][Cl:30])(=[O:19])=[O:20])[cH:21][cH:31]1>>[O:1]([c:2]1[cH:3][cH:4][c:5]2[cH:6][cH:7][cH:8][cH:9][c:10]2[cH:11]1)[CH2:22][CH2:23][CH2:24][CH2:25][CH2:26][CH2:27][CH2:28][CH2:29][Cl:30]. Starting materials: CC(C)(C)C=1C=CC(=C(C(=O)NC2=CC(=CC(=C2)C(F)(F)F)C(F)(F)F)C1)O (5-[(1,1-dimethyl)ethyl]-2-hydroxy-N-[3,5-bis(trifluoromethyl)-phenyl]benzamide), N1(CCOCC1)C(=O)Cl (morpholine-4-carbonyl chloride), raw materials. Product: CC(C)(C)C=1C=CC(=C(C(=O)NC2=CC(=CC(=C2)C(F)(F)F)C(F)(F)F)C1)OC(=O)N1CCOCC1 (5-[(1,1-Dimethyl)ethyl]-2-[(morpholinocarbonyl)oxy]-N-[3,5-bis(trifluoromethyl)-phenyl]benzamide). Yield: 95.0%. RXN SMILES: [CH3:1][C:2]([C:5]1[CH:6]=[CH:7][C:8]([OH:28])=[C:9]([CH:27]=1)[C:10]([NH:12][C:13]1[CH:18]=[C:17]([C:19]([F:22])([F:21])[F:20])[CH:16]=[C:15]([C:23]([F:26])([F:25])[F:24])[CH:14]=1)=[O:11])([CH3:4])[CH3:3].[N:29]1([C:35](Cl)=[O:36])[CH2:34][CH2:33][O:32][CH2:31][CH2:30]1>>[CH3:4][C:2]([C:5]1[CH:6]=[CH:7][C:8]([O:28][C:35]([N:29]2[CH2:34][CH2:33][O:32][CH2:31][CH2:30]2)=[O:36])=[C:9]([CH:27]=1)[C:10]([NH:12][C:13]1[CH:14]=[C:15]([C:23]([F:26])([F:24])[F:25])[CH:16]=[C:17]([C:19]([F:20])([F:21])[F:22])[CH:18]=1)=[O:11])([CH3:1])[CH3:3]. Procedure: Using 5-[(1,1-dimethyl)ethyl]-2-hydroxy-N-[3,5-bis(trifluoromethyl)-phenyl]benzamide and morpholine-4-carbonyl chloride as the raw materials, the same operation as the Example 71 gave the title compound. Reactants: C(C)C1=NC(=NC=2N3C(C(NC12)=O)=CN=C3C(CC)CC)N3C(=NC=C3)C(CC)CC (4-Ethyl-9-(1-ethylpropyl)-2-(2-(1-ethylpropyl)-1H-imidazol-1-yl)imidazo[5,1-h]pteridin-6(5H)-one), N1C=NC=C1 (imidazole). Yields the product C(C)C1=NC(=NC=2N3C(C(NC12)=O)=CN=C3C(CC)CC)N3C=NC=C3 (4-Ethyl-9-(1-ethylpropyl)-2-(1H-imidazol-1-yl)imidazo[5,1 -h]pteridin-6(5H)-one). Reaction SMILES: [CH2:1]([C:3]1[C:12]2[NH:11][C:10](=[O:13])[C:9]3=[CH:14][N:15]=[C:16]([CH:17]([CH2:20][CH3:21])[CH2:18][CH3:19])[N:8]3[C:7]=2[N:6]=[C:5]([N:22]2[CH:26]=[CH:25][N:24]=[C:23]2C(CC)CC)[N:4]=1)[CH3:2].N1C=CN=C1>>[CH2:1]([C:3]1[C:12]2[NH:11][C:10](=[O:13])[C:9]3=[CH:14][N:15]=[C:16]([CH:17]([CH2:18][CH3:19])[CH2:20][CH3:21])[N:8]3[C:7]=2[N:6]=[C:5]([N:22]2[CH:26]=[CH:25][N:24]=[CH:23]2)[N:4]=1)[CH3:2]. Procedure: Prepared by treatment of the product of Example 9a with excess imidazole at 200° C. Reactants: CNc1ccccc1, Cc1ccccc1, Cc1ccc(C)c(Cl)c1, O=C(C=Cc1ccccc1)C=Cc1ccccc1, O=C(C=Cc1ccccc1)C=Cc1ccccc1, O=C(C=Cc1ccccc1)C=Cc1ccccc1, [Pd], [Pd]. The product is Cc1ccc(C)c(N(C)c2ccccc2)c1. RXN SMILES: [CH3:1][NH:2][c:3]1[cH:4][cH:5][cH:6][cH:7][cH:8]1.[CH3:74][c:75]1[cH:76][cH:77][cH:78][cH:79][cH:80]1.[Cl:9][c:10]1[c:11]([CH3:17])[cH:12][cH:13][c:14]([CH3:16])[cH:15]1.[O:20]=[C:21]([CH:22]=[CH:23][c:24]1[cH:25][cH:26][cH:27][cH:28][cH:29]1)[CH:30]=[CH:31][c:32]1[cH:33][cH:34][cH:35][cH:36][cH:37]1.[O:38]=[C:39]([CH:40]=[CH:41][c:42]1[cH:43][cH:44][cH:45][cH:46][cH:47]1)[CH:48]=[CH:49][c:50]1[cH:51][cH:52][cH:53][cH:54][cH:55]1.[O:56]=[C:57]([CH:58]=[CH:59][c:60]1[cH:61][cH:62][cH:63][cH:64][cH:65]1)[CH:66]=[CH:67][c:68]1[cH:69][cH:70][cH:71][cH:72][cH:73]1.[Pd:18].[Pd:19]>>[CH3:1][N:2]([c:3]1[cH:4][cH:5][cH:6][cH:7][cH:8]1)[c:10]1[c:11]([CH3:17])[cH:12][cH:13][c:14]([CH3:16])[cH:15]1.